describe an organic reaction: reactants, conditions, products, and yield From a dataset of the Open Reaction Database (ORD), a public repository of structured organic reaction records. Starting materials: C1COCCN1, CC1(C)CN(CC(=O)O)C(C(=O)Nc2cc(Cl)cc3c2[nH]c2cnccc23)CO1. Yields the product CC1(C)CN(CC(=O)N2CCOCC2)C(C(=O)Nc2cc(Cl)cc3c2[nH]c2cnccc23)CO1. As a reaction SMILES: [CH2:30]1[CH2:31][O:32][CH2:33][CH2:34][NH:35]1.[Cl:1][c:2]1[cH:3][c:4]2[c:5]3[cH:6][cH:7][n:8][cH:9][c:10]3[nH:11][c:12]2[c:13]([NH:15][C:16](=[O:17])[CH:18]2[N:19]([CH2:26][C:27](=[O:28])[OH:29])[CH2:20][C:21]([CH3:24])([CH3:25])[O:22][CH2:23]2)[cH:14]1>>[Cl:1][c:2]1[cH:3][c:4]2[c:5]3[cH:6][cH:7][n:8][cH:9][c:10]3[nH:11][c:12]2[c:13]([NH:15][C:16](=[O:17])[CH:18]2[N:19]([CH2:26][C:27](=[O:28])[N:35]3[CH2:30][CH2:31][O:32][CH2:33][CH2:34]3)[CH2:20][C:21]([CH3:24])([CH3:25])[O:22][CH2:23]2)[cH:14]1.